From a dataset of the Open Reaction Database (ORD), a public repository of structured organic reaction records. describe an organic reaction: reactants, conditions, products, and yield Reactants: Cl (hydrochloric acid), OCCCON1C(C2=CC=CC=C2C1=O)=O (2-(3-hydroxy-propoxy)-isoindole-1,3-dione), N1C=NC=C1 (imidazole), [Si](C)(C)(C(C)(C)C)Cl (tert-butyldimethylsilyl chloride). The solvent is ClCCl (dichloromethane). Reaction conditions: time 30 minute. The product is C(C)(C)(C)[Si](OCCCON1C(C2=CC=CC=C2C1=O)=O)(C)C (2-[3-(tert-Butyl-dimethyl-silanyloxy)-propoxy]-isoindole-1,3-dione). The yield is 99.1%. RXN SMILES: [OH:1][CH2:2][CH2:3][CH2:4][O:5][N:6]1[C:14](=[O:15])[C:13]2[C:8](=[CH:9][CH:10]=[CH:11][CH:12]=2)[C:7]1=[O:16].N1C=CN=C1.[Si:22](Cl)([C:25]([CH3:28])([CH3:27])[CH3:26])([CH3:24])[CH3:23].Cl>ClCCl>[C:25]([Si:22]([CH3:24])([CH3:23])[O:1][CH2:2][CH2:3][CH2:4][O:5][N:6]1[C:14](=[O:15])[C:13]2[C:8](=[CH:9][CH:10]=[CH:11][CH:12]=2)[C:7]1=[O:16])([CH3:28])([CH3:27])[CH3:26]. Procedure: To a solution of 2-(3-hydroxy-propoxy)-isoindole-1,3-dione (17.5 g, 79.1 mmol) and imidazole (5.92 g, 86.1 mmol) in dichloromethane (200 mL) was added tert-butyldimethylsilyl chloride (13.2 g, 86.1 mmol). After 30 min, the reaction was transferred to a separatory funnel and shaken with dilute aqueous hydrochloric acid (400 mL). The organic layer was washed with saturated aqueous sodium bicarbonate, dried over magnesium sulfate and concentrated in vacuo to afford 2-[3-(tert-Butyl-dimethyl-silanyl...